Task: describe an organic reaction: reactants, conditions, products, and yield. Dataset: the Open Reaction Database (ORD), a public repository of structured organic reaction records The reactants are C(C1=CC=CC=C1)N([C@H]1[C@@]2(C[C@H]([C@H](CC1)N2CC2=CC=CC=C2)C(=O)O)C2=CC=CC=C2)CC2=CC=CC=C2 ((1R*,2R*,5S*,6R*)-2-Dibenzylamino-8-benzyl-6-(hydroxycarbonyl)-1-phenyl-8-azabicyclo[3.2.1]octane), O (water), [H-].[Al+3].[Li+].[H-].[H-].[H-] (lithium aluminium hydride), [H-].[Al+3].[Li+].[H-].[H-].[H-] (lithium aluminium hydride), [OH-].[Na+] (sodium hydroxide), O (water). Run in O1CCCC1 (tetrahydrofuran), O1CCCC1 (tetrahydrofuran). Conditions: time 16 hour. Yields the product C(C1=CC=CC=C1)N([C@H]1[C@@]2(C[C@H]([C@H](CC1)N2CC2=CC=CC=C2)CO)C2=CC=CC=C2)CC2=CC=CC=C2 ((1R*,2R*,5S*,6R*)-2-Dibenzylamino-8-benzyl-6-(hydroxymethyl)-1-phenyl-8-azabicyclo[3.2.1]octane). Isolated yield 75.6%. As a reaction SMILES: [CH2:1]([N:8]([CH2:33][C:34]1[CH:39]=[CH:38][CH:37]=[CH:36][CH:35]=1)[C@@H:9]1[CH2:15][CH2:14][C@@H:13]2[N:16]([CH2:17][C:18]3[CH:23]=[CH:22][CH:21]=[CH:20][CH:19]=3)[C@@:10]1([C:27]1[CH:32]=[CH:31][CH:30]=[CH:29][CH:28]=1)[CH2:11][C@H:12]2[C:24](O)=[O:25])[C:2]1[CH:7]=[CH:6][CH:5]=[CH:4][CH:3]=1.[H-].[Al+3].[Li+].[H-].[H-].[H-].O.[OH-].[Na+]>O1CCCC1>[CH2:33]([N:8]([CH2:1][C:2]1[CH:7]=[CH:6][CH:5]=[CH:4][CH:3]=1)[C@@H:9]1[CH2:15][CH2:14][C@@H:13]2[N:16]([CH2:17][C:18]3[CH:19]=[CH:20][CH:21]=[CH:22][CH:23]=3)[C@@:10]1([C:27]1[CH:28]=[CH:29][CH:30]=[CH:31][CH:32]=1)[CH2:11][C@H:12]2[CH2:24][OH:25])[C:34]1[CH:35]=[CH:36][CH:37]=[CH:38][CH:39]=1 |f:1.2.3.4.5.6,8.9|. Procedure: (1R*,2R*,5S*,6R*)-2-Dibenzylamino-8-benzyl-6-(hydroxycarbonyl)-1-phenyl-8-azabicyclo[3.2.1]octane (Description 21; 400 mg, 0.78 mmol) was dissolved in tetrahydroftiran (10 mL) and treated with lithium aluminium hydride solution (800 μL, 1M, 0.8 mmol) in tetrahydrofuran. The resulting mixture was stirred for 16 hours, then a further portion of lithium aluminium hydride solution (200 μL, 1M, 0.8 mmol) in tetrahydrofuran was added. Stirred at 50° C. for 1 hour, then cooled, and water (40 μL) added,... Reactants: CC1=CC=C(C=C1)S(=O)(=O)OC=1C2=C(N=C(N1)N)CC(CCC2)C2=CC=CC=C2 (2-amino-8-phenyl-6,7,8,9-tetrahydro-5H-cyclohepta[d]pyrimidin-4-yl 4-methylbenzenesulfonate), Cl.Cl.NCCNC1=NC(=NC=C1)N (N4-(2-aminoethyl)pyrimidine-2,4-diamine dihydrochloride). Yields the product NC1=NC=CC(=N1)NCCNC=1C2=C(N=C(N1)N)CC(CCC2)C2=CC=CC=C2 (N4-{2-[(2-aminopyrimidin-4-yl)amino]ethyl}-8-phenyl-6,7,8,9-tetrahydro-5H-cyclohepta[d]pyrimidine-2,4-diamine). As a reaction SMILES: CC1C=CC(S(O[C:12]2[C:13]3[CH2:23][CH2:22][CH2:21][CH:20]([C:24]4[CH:29]=[CH:28][CH:27]=[CH:26][CH:25]=4)[CH2:19][C:14]=3[N:15]=[C:16]([NH2:18])[N:17]=2)(=O)=O)=CC=1.Cl.Cl.[NH2:32][CH2:33][CH2:34][NH:35][C:36]1[CH:41]=[CH:40][N:39]=[C:38]([NH2:42])[N:37]=1>>[NH2:42][C:38]1[N:37]=[C:36]([NH:35][CH2:34][CH2:33][NH:32][C:14]2[C:13]3[CH2:23][CH2:22][CH2:21][CH:20]([C:24]4[CH:29]=[CH:28][CH:27]=[CH:26][CH:25]=4)[CH2:19][C:12]=3[N:17]=[C:16]([NH2:18])[N:15]=2)[CH:41]=[CH:40][N:39]=1 |f:1.2.3|. Procedure: The product from Example 11C (102 mg, 0.248 mmol) and the product from Example 1E (73 mg, 0.323 mmol) were treated under the conditions of Example 1F to afford the title compound. 1H NMR (300 MHz, DMSO-d6) δ ppm 1.09-1.29 (m, 2H) 1.70-2.02 (m, 3H) 2.22-2.63 (m, 2H) 2.71 (dd, J=15.47, 5.16 Hz, 1H) 3.06-3.27 (m, 2H) 3.34-3.50 (m, 3H) 5.56-5.65 (m, 2H) 5.70-5.78 (m, 1H) 5.87 (s, 2H) 6.52 (s, 1H) 6.90 (s, 1H) 7.10-7.34 (m, 5H) 7.61 (d, J=5.55 Hz, 1H); MS (ESI+) m/z 391.1 (M+H)+.